Dataset: the Open Reaction Database (ORD), a public repository of structured organic reaction records. Task: describe an organic reaction: reactants, conditions, products, and yield Starting materials: C(C)(=O)N1C(C(C2=CC(=C(C=C12)OC)OC)=C(CC)OCC)=O (1-acetyl-3-(1-ethoxy-1-ethyl-methylidene)-5,6-dimethoxy-2-indolinone), C(C)(=O)NC1=CC=C(C=C1)N (N-acetyl-p-phenylenediamine). Product: C(C)(=O)NC1=CC=C(N\C(\CC)=C\2/C(NC3=CC(=C(C=C23)OC)OC)=O)C=C1 (3-(Z)-{1-[4-(N-acetylamino)-anilino]-1-ethyl-methylidene}-5,6-dimethoxy-2-indolinone). As a reaction SMILES: C([N:4]1[C:12]2[C:7](=[CH:8][C:9]([O:15][CH3:16])=[C:10]([O:13][CH3:14])[CH:11]=2)[C:6](=[C:17](OCC)[CH2:18][CH3:19])[C:5]1=[O:23])(=O)C.[C:24]([NH:27][C:28]1[CH:33]=[CH:32][C:31]([NH2:34])=[CH:30][CH:29]=1)(=[O:26])[CH3:25]>>[C:24]([NH:27][C:28]1[CH:33]=[CH:32][C:31]([NH:34]/[C:17](=[C:6]2\[C:5](=[O:23])[NH:4][C:12]3[C:7]\2=[CH:8][C:9]([O:15][CH3:16])=[C:10]([O:13][CH3:14])[CH:11]=3)/[CH2:18][CH3:19])=[CH:30][CH:29]=1)(=[O:26])[CH3:25]. Procedure details: Prepared from 1-acetyl-3-(1-ethoxy-1-ethyl-methylidene)-5,6-dimethoxy-2-indolinone and N-acetyl-p-phenylenediamine